From a dataset of the Open Reaction Database (ORD), a public repository of structured organic reaction records. describe an organic reaction: reactants, conditions, products, and yield Reactants: S(=O)(Cl)Cl (Thionyl chloride), ice, ice, C([O-])(O)=O.[Na+] (sodium bicarbonate), OCCC1C(N(CCN1C)C)=O (3-(2-hydroxyethyl)-1,4-dimethyl-2-piperazinone). The solvent is C(Cl)Cl (methylene chloride). Conditions: time 30 minute. The product is ClCCC1C(N(CCN1C)C)=O (3-(2-Chloroethyl)-1,4-dimethyl-2-piperazinone). RXN SMILES: S(Cl)([Cl:3])=O.O[CH2:6][CH2:7][CH:8]1[N:13]([CH3:14])[CH2:12][CH2:11][N:10]([CH3:15])[C:9]1=[O:16].C(=O)(O)[O-].[Na+]>C(Cl)Cl>[Cl:3][CH2:6][CH2:7][CH:8]1[N:13]([CH3:14])[CH2:12][CH2:11][N:10]([CH3:15])[C:9]1=[O:16] |f:2.3|. Procedure details: Thionyl chloride (1.5 mL) was added dropwise to an ice cooled methylene chloride (5 mL) solution of 3-(2-hydroxyethyl)-1,4-dimethyl-2-piperazinone (0.40 g, described in Example 1). The reaction mixture was stirred for 30 min and poured on an ice solution of 10% sodium bicarbonate. The mixture was extracted with methylene chloride, and the organic extract was dried and evaporated to give the title compound: IR (CHCl3) 1635 cm-1 ; and NMR (CDCl3) δ 2.35 (s, 3H) and 2.90 (s, 3H). Reactants: C(CCCCC(=O)OC)(=O)OC (Dimethyl adipate), COC(CCCN)OC (4,4-dimethoxybutylamine). The reagents and catalysts are C[O-].C[O-].C(CCC)[Sn+2]CCCC (dibutyl tin dimethoxide). Run in xylenes. Yields the product COC(CCCNC(CCCCC(=O)NCCCC(OC)OC)=O)OC (N,N'-bis(4,4-dimethoxybutyl)adipamide). Isolated yield 67.5%. Reaction SMILES: [C:1]([O:11]C)(=O)[CH2:2][CH2:3][CH2:4][CH2:5][C:6]([O:8]C)=O.[CH3:13][O:14][CH:15]([O:20][CH3:21])[CH2:16][CH2:17][CH2:18][NH2:19]>C[O-].C[O-].C([Sn+2]CCCC)CCC>[CH3:13][O:14][CH:15]([O:20][CH3:21])[CH2:16][CH2:17][CH2:18][NH:19][C:6](=[O:8])[CH2:5][CH2:4][CH2:3][CH2:2][C:1]([NH:19][CH2:18][CH2:17][CH2:16][CH:15]([O:20][CH3:21])[O:14][CH3:13])=[O:11] |f:2.3.4|. Procedure details: Dimethyl adipate (25.00 g, 0.1435 mol) was aminated with 38.63 g (0.290 mol) of 4,4-dimethoxybutylamine and 2.50 g (0.00847 mol) of dibutyl tin dimethoxide in 200 g of mixed xylenes according to the procedure used in Example 1. This procedure afforded 36.47 g (0.0969 mol, 67.5% isolated yield) of the desired N,N'-bis(4,4-dimethoxybutyl)adipamide after recrystallization from mixed xylenes, mp 73°-75° C.; IR (KBr) 1640 (C=O), 1540, 1415, 1195, 1135, 1040 cm-1 ; 1H NMR (CDCl3 ; 300 MHz) δ8 1.42-1.6... Starting materials: BrC=1C=C(C=CC1)Cl (3-bromo chlorobenzene), N1(CCNCC1)C(=O)OCC(C)C (isobutyl piperazine-1-carboxylate), C(C)(C)(C)O[Na] (t-BuONa), CC1(C2=C(C(=CC=C2)P(C3=CC=CC=C3)C4=CC=CC=C4)OC5=C(C=CC=C51)P(C6=CC=CC=C6)C7=CC=CC=C7)C (Xantphos). Reagents/catalysts: C=1C=CC(=CC1)/C=C/C(=O)/C=C/C2=CC=CC=C2.C=1C=CC(=CC1)/C=C/C(=O)/C=C/C2=CC=CC=C2.C=1C=CC(=CC1)/C=C/C(=O)/C=C/C2=CC=CC=C2.[Pd].[Pd] (Pd2(dba)3). The solvent is C1(=CC=CC=C1)C (toluene), C(Cl)Cl (CH2Cl2). Run at temperature 140 celsius. Yields the product C(C(C)C)OC(=O)N1CCN(CC1)C1=CC(=CC=C1)Cl (4-(3-Chloro-phenyl)-piperazine-1-carboxylic acid isobutyl ester). As a reaction SMILES: Br[C:2]1[CH:3]=[C:4]([Cl:8])[CH:5]=[CH:6][CH:7]=1.[N:9]1([C:15]([O:17][CH2:18][CH:19]([CH3:21])[CH3:20])=[O:16])[CH2:14][CH2:13][NH:12][CH2:11][CH2:10]1.C(O[Na])(C)(C)C.CC1(C)C2C(=C(P(C3C=CC=CC=3)C3C=CC=CC=3)C=CC=2)OC2C(P(C3C=CC=CC=3)C3C=CC=CC=3)=CC=CC1=2>C1(C)C=CC=CC=1.C(Cl)Cl.C1C=CC(/C=C/C(/C=C/C2C=CC=CC=2)=O)=CC=1.C1C=CC(/C=C/C(/C=C/C2C=CC=CC=2)=O)=CC=1.C1C=CC(/C=C/C(/C=C/C2C=CC=CC=2)=O)=CC=1.[Pd].[Pd]>[CH2:18]([O:17][C:15]([N:9]1[CH2:14][CH2:13][N:12]([C:2]2[CH:7]=[CH:6][CH:5]=[C:4]([Cl:8])[CH:3]=2)[CH2:11][CH2:10]1)=[O:16])[CH:19]([CH3:21])[CH3:20] |f:6.7.8.9.10|. Procedure: 3-bromo chlorobenzene (434 mg, 2.3 mmol), isobutyl piperazine-1-carboxylate 6 (324 mg, 1.7 mmol), Pd2(dba)3 (32 mg, 0.035 mmol), t-BuONa (251 mg, 2.6 mmol), and Xantphos (60 mg, 0.11 mmol) in dry toluene (5 mL) were sealed in a microwave vessel and heated by microwave irradiation at 140° C. for 40 seconds. The reaction mixture was cooled and diluted with 10 mL of CH2Cl2, washed with water (5 mL), dried over Na2SO4, and evaporated under reduced pressure. The residue was purified by reverse phase ... Starting materials: Cc1cc(Nc2nn(-c3ccc(N4CCCCC4)cc3)c(=O)c3ccccc23)n(C(C)(C)C)n1, O=CO, ClCCl. Product: Cc1cc(Nc2nn(-c3ccc(N4CCCCC4)cc3)c(=O)c3ccccc23)[nH]n1. As a reaction SMILES: [C:1]([CH3:2])([CH3:3])([CH3:4])[n:5]1[n:6][c:7]([CH3:34])[cH:8][c:9]1[NH:10][c:11]1[n:12][n:13](-[c:22]2[cH:23][cH:24][c:25]([N:28]3[CH2:29][CH2:30][CH2:31][CH2:32][CH2:33]3)[cH:26][cH:27]2)[c:14](=[O:21])[c:15]2[cH:16][cH:17][cH:18][cH:19][c:20]12.[CH:35]([OH:36])=[O:37].[Cl:38][CH2:39][Cl:40]>>[nH:5]1[n:6][c:7]([CH3:34])[cH:8][c:9]1[NH:10][c:11]1[n:12][n:13](-[c:22]2[cH:23][cH:24][c:25]([N:28]3[CH2:29][CH2:30][CH2:31][CH2:32][CH2:33]3)[cH:26][cH:27]2)[c:14](=[O:21])[c:15]2[cH:16][cH:17][cH:18][cH:19][c:20]12. Starting materials: CO, CCOC(=O)c1cc([N+](=O)[O-])c(Cl)[nH]1, [Na+], [OH-]. The product is O=C(O)c1cc([N+](=O)[O-])c(Cl)[nH]1. RXN SMILES: [CH3:17][OH:18].[Cl:1][c:2]1[c:3]([N+:12](=[O:13])[O-:14])[cH:4][c:5]([C:7](=[O:8])[O:9][CH2:10][CH3:11])[nH:6]1.[Na+:16].[OH-:15]>>[Cl:1][c:2]1[c:3]([N+:12](=[O:13])[O-:14])[cH:4][c:5]([C:7](=[O:8])[OH:9])[nH:6]1. Reactants: C=CCC(OCCCC)OCCCC, CO, O=[O+][O-]. Product: CCCCOC(CC=O)OCCCC. RXN SMILES: [CH2:1]([CH2:2][CH2:3][CH3:4])[O:5][CH:6]([CH2:7][CH:8]=[CH2:9])[O:10][CH2:11][CH2:12][CH2:13][CH3:14].[CH3:18][OH:19].[O-:15][O+:16]=[O:17]>>[CH2:1]([CH2:2][CH2:3][CH3:4])[O:5][CH:6]([CH2:7][CH:8]=[O:15])[O:10][CH2:11][CH2:12][CH2:13][CH3:14]. Starting materials: C1CCNCC1, CCCC[N+](CCCC)(CCCC)CCCC, Cc1cc(Cl)c2cccc(O)c2n1, [I-]. Yields the product Cc1cc(N2CCCCC2)c2cccc(O)c2n1. RXN SMILES: [CH2:14]1[CH2:15][CH2:16][NH:17][CH2:18][CH2:19]1.[CH2:21]([N+:22]([CH2:23][CH2:24][CH2:25][CH3:26])([CH2:27][CH2:28][CH2:29][CH3:30])[CH2:31][CH2:32][CH2:33][CH3:34])[CH2:35][CH2:36][CH3:37].[Cl:1][c:2]1[cH:3][c:4]([CH3:13])[n:5][c:6]2[c:7]([OH:12])[cH:8][cH:9][cH:10][c:11]12.[I-:20]>>[c:2]1([N:17]2[CH2:16][CH2:15][CH2:14][CH2:19][CH2:18]2)[cH:3][c:4]([CH3:13])[n:5][c:6]2[c:7]([OH:12])[cH:8][cH:9][cH:10][c:11]12.